Dataset: the Open Reaction Database (ORD), a public repository of structured organic reaction records. Task: describe an organic reaction: reactants, conditions, products, and yield Starting materials: Cl (HCl), ICI (diiodomethane), ICI (diiodomethane), C1(=CC=CC=C1)[C@H]1OC2(O[C@@H]1C1=CC=CC=C1)C=CCCC2 ((2R,3R)-2,3-diphenyl-1,4-dioxaspiro[4.5]dec-6-ene). Reagents/catalysts: II (I2), [Zn].[Cu] (zinc copper), [Zn] (zinc). The solvent is CCOCC (Et2O), CCOCC (ether), CCOCC (Et2O). Run at time 3 day. Product: C1(=CC=CC=C1)[C@H]1OC2(O[C@@H]1C1=CC=CC=C1)[C@H]1C[C@H]1CCC2 ((1S,4′R,5′R,6R)-4′,5′-diphenylspiro[bicyclo[4.1.0]heptane-2,2′-[1,3]dioxolane]). Yield: 84.6%. Reaction SMILES: Cl.I[CH2:3]I.[C:5]1([C@@H:11]2[C@@H:15]([C:16]3[CH:21]=[CH:20][CH:19]=[CH:18][CH:17]=3)[O:14][C:13]3([CH2:26][CH2:25][CH2:24][CH:23]=[CH:22]3)[O:12]2)[CH:10]=[CH:9][CH:8]=[CH:7][CH:6]=1>CCOCC.[Zn].[Cu].[Zn].II>[C:5]1([C@@H:11]2[C@@H:15]([C:16]3[CH:17]=[CH:18][CH:19]=[CH:20][CH:21]=3)[O:14][C:13]3([CH2:26][CH2:25][CH2:24][C@H:23]4[C@@H:22]3[CH2:3]4)[O:12]2)[CH:10]=[CH:9][CH:8]=[CH:7][CH:6]=1 |f:4.5|. Procedure details: The zinc/copper couple was freshly prepared by quickly washing zinc dust with 1N HCl (4×100 mL), then washing with distilled water (4×120 mL), 2 mol % CuSO4 solution (2×200 mL), water (4×120 mL), EtOH (4×120 mL) and Et2O (5×100 mL). The washings were done in a flask with decanting of the liquid. The Et2O washes were poured onto a funnel and dried by vacuum filtration. The resulting solid was added to a 2 L flask and dried under vacuum at 115° C. for 30 min, then cooled to RT. The flask was fitte...